Dataset: the Open Reaction Database (ORD), a public repository of structured organic reaction records. Task: describe an organic reaction: reactants, conditions, products, and yield Starting materials: N1=CC(=CC=C1)CC#N (3-pyridylacetonitrile), NC1=NC=C(C(=N1)N)C=O (2,4-diamino-5-pyrimidine-carboxaldehyde). The product is N1=CC(=CC=C1)C1=CC2=C(N=C(N=C2)N)N=C1N (6-Pyridin-3-yl-pyrido[2,3-d]pyrimidine-2,7-diamine). RXN SMILES: [N:1]1[CH:6]=[CH:5][CH:4]=[C:3]([CH2:7][C:8]#[N:9])[CH:2]=1.[NH2:10][C:11]1[N:16]=[C:15]([NH2:17])[C:14]([CH:18]=O)=[CH:13][N:12]=1>>[N:1]1[CH:6]=[CH:5][CH:4]=[C:3]([C:7]2[C:8]([NH2:9])=[N:17][C:15]3[N:16]=[C:11]([NH2:10])[N:12]=[CH:13][C:14]=3[CH:18]=2)[CH:2]=1. Reported procedure: The procedure of Example 1 was followed to react 3-pyridylacetonitrile and 2,4-diamino-5-pyrimidine-carboxaldehyde to afford the title compound; mp 317°-319° C. (dec). Reactants: C(=O)C=1C=C(C=CC1)C1=CC=C(C=C1)C(=O)OC (methyl 3′-formylbiphenyl-4-carboxylate), CNC (dimethylamine), C(C)(=O)O[BH-](OC(C)=O)OC(C)=O.[Na+] (Sodium triacetoxyborohydride). Reported procedure: A solution of methyl 3′-formylbiphenyl-4-carboxylate (0.338 g) was dissolved in 2 mol/L dimethylamine in tetrahydrofuran (20 mL) and stirred at room temperature for 1 hour. Sodium triacetoxyborohydride (0.895 g) was added. The reaction was stirred at room temperature for 5 days and then partitioned between saturated aqueous sodium bicarbonate and ethyl acetate. The organics were dried over magnesium sulfate and concentrated under reduced pressure to afford the crude material, which was purified ... Conditions: time 1 hour. As a reaction SMILES: [CH:1]([C:3]1[CH:4]=[C:5]([C:9]2[CH:14]=[CH:13][C:12]([C:15]([O:17][CH3:18])=[O:16])=[CH:11][CH:10]=2)[CH:6]=[CH:7][CH:8]=1)=O.C(O[BH-](OC(=O)C)OC(=O)C)(=O)C.[Na+].[CH3:33][NH:34][CH3:35]>O1CCCC1>[CH3:33][N:34]([CH2:1][C:3]1[CH:4]=[C:5]([C:9]2[CH:14]=[CH:13][C:12]([C:15]([O:17][CH3:18])=[O:16])=[CH:11][CH:10]=2)[CH:6]=[CH:7][CH:8]=1)[CH3:35] |f:1.2|. Product: CN(C)CC=1C=C(C=CC1)C1=CC=C(C=C1)C(=O)OC (methyl 3′-((dimethylamino)methyl)biphenyl-4-carboxylate). Run in O1CCCC1 (tetrahydrofuran).